The task is: describe an organic reaction: reactants, conditions, products, and yield. This data is from the Open Reaction Database (ORD), a public repository of structured organic reaction records. Reactants: C(C1=CC=CC=C1)(=O)N1CC2C=3C(C(C=CC13)Br)CC(C2)N(CCC)CCC ((±)-1-benzoyl-6-bromo-4-(di-n-propylamino)hexahydrobenz[cd]indole), C(#N)[Cu] (CuCN). Reagents/catalysts: [Cu]I (CuI). Solvent: O (water), C(Cl)Cl (CH2Cl2), CN(C)C=O (DMF). Conditions: temperature 140 celsius, time 6 hour. Yields the product C(C1=CC=CC=C1)(=O)N1CC2C=3C(=C(C=CC13)C#N)CC(C2)N(CCC)CCC ((±)-1-Benzoyl-6-cyano-4-(di-n-propylamino)-1,2,2a,3,4,5-hexahydrobenz[cd]indole). The yield is 82.6%. RXN SMILES: [C:1]([N:9]1[C:17]2[CH:16]=[CH:15][CH:14](Br)[CH:13]3[CH2:19][CH:20]([N:22]([CH2:26][CH2:27][CH3:28])[CH2:23][CH2:24][CH3:25])[CH2:21][CH:11]([C:12]=23)[CH2:10]1)(=[O:8])[C:2]1[CH:7]=[CH:6][CH:5]=[CH:4][CH:3]=1.[C:29]([Cu])#[N:30]>CN(C=O)C.O.C(Cl)Cl.[Cu]I>[C:1]([N:9]1[C:17]2[CH:16]=[CH:15][C:14]([C:29]#[N:30])=[C:13]3[CH2:19][CH:20]([N:22]([CH2:26][CH2:27][CH3:28])[CH2:23][CH2:24][CH3:25])[CH2:21][CH:11]([C:12]=23)[CH2:10]1)(=[O:8])[C:2]1[CH:7]=[CH:6][CH:5]=[CH:4][CH:3]=1. Reported procedure: To a solution of (±)-1-benzoyl-6-bromo-4-(di-n-propylamino)hexahydrobenz[cd]indole (5.5 g, 12.5 mmol) in DMF (100 mL) under a N2 atmosphere was added 3.4 g (37.5 mmol) of CuCN and 7.1 g (37.5 mmol) of CuI. The reaction mixture was then stirred at 140° C. for 6 hr. The reaction mixture was poured onto ice, diluted with water, CH2Cl2 added and stirred for 30 minutes. The mixture was filtered through a Celite pad and the filtrate was extracted twice with CH2Cl2. The organic solution was washed twic... Reported procedure: N-[4,4-Bis-(4-fluoro-phenyl)-butyl]-2-methylamino-acetamide was prepared in accordance with the methods of Example 12, except that N-tert-butoxycarbonyl-N-methyl-glycine was used instead of N-tert-butoxycarbonyl-N-methyl-L-leucine in Step A, and {[4,4-bis-(4-fluoro-phenyl)-butylcarbamoyl]-methyl}-methyl-carbamic acid tert-butyl ester was used instead of (S)-1-[4,4-bis-(4-fluoro-phenyl)-butylcarbamoyl]-3-methyl-butyl}-methyl-carbamic acid tert-butyl ester in Step B. MS: 333.2 (M+1 for C19H22N2F2O... Yields the product FC1=CC=C(C=C1)C(CCCNC(CNC)=O)C1=CC=C(C=C1)F (N-[4,4-Bis-(4-fluoro-phenyl)-butyl]-2-methylamino-acetamide). Reactants: C(C)(C)(C)OC(=O)N(CC(=O)O)C (N-tert-butoxycarbonyl-N-methyl-glycine), C(C)(C)(C)OC(N(C)CC(NCCCC(C1=CC=C(C=C1)F)C1=CC=C(C=C1)F)=O)=O ({[4,4-bis-(4-fluoro-phenyl)-butylcarbamoyl]-methyl}-methyl-carbamic acid tert-butyl ester), C(C)(C)(C)OC(NC)=O (methyl-carbamic acid tert-butyl ester). As a reaction SMILES: C(OC(N(C)CC(O)=O)=O)(C)(C)C.C(O[C:19](=O)[N:20]([CH2:22][C:23](=[O:43])[NH:24][CH2:25][CH2:26][CH2:27][CH:28]([C:36]1[CH:41]=[CH:40][C:39]([F:42])=[CH:38][CH:37]=1)[C:29]1[CH:34]=[CH:33][C:32]([F:35])=[CH:31][CH:30]=1)C)(C)(C)C.C(OC(=O)NC)(C)(C)C>>[F:35][C:32]1[CH:31]=[CH:30][C:29]([CH:28]([C:36]2[CH:37]=[CH:38][C:39]([F:42])=[CH:40][CH:41]=2)[CH2:27][CH2:26][CH2:25][NH:24][C:23](=[O:43])[CH2:22][NH:20][CH3:19])=[CH:34][CH:33]=1.